From a dataset of the Open Reaction Database (ORD), a public repository of structured organic reaction records. describe an organic reaction: reactants, conditions, products, and yield The reactants are S1C(=CC=C1)CC(=O)NC1[C@@H]2N(C(=C([C@H](S2)C)C=NOC)C(=O)OC(C2=CC=CC=C2)C2=CC=CC=C2)C1=O (diphenylmethy 7-(2-thienylacetamido)-2α-methyl-3-methoxyiminomethylceph-3-em-4-carboxylate), P(Cl)(Cl)Cl (PCl3), OP(=O)(O)O (H3PO4), OP(=O)([O-])[O-].[K+].[K+] (K2HPO4). Run in C(Cl)Cl (CH2Cl2), N1=CC=CC=C1 (pyridine), CO (MeOH). Run at time 1 hour. Yields the product NC1[C@@H]2N(C(=C([C@H](S2)C)C=NOC)C(=O)OC(C2=CC=CC=C2)C2=CC=CC=C2)C1=O (diphenylmethyl 7-amino-2α-methyl-3-methoxyiminomethylceph-3-em-4-carboxylate). The yield is 66.0%. As a reaction SMILES: S1C=CC=C1CC([NH:9][CH:10]1[C:38](=[O:39])[N:12]2[C:13]([C:22]([O:24][CH:25]([C:32]3[CH:37]=[CH:36][CH:35]=[CH:34][CH:33]=3)[C:26]3[CH:31]=[CH:30][CH:29]=[CH:28][CH:27]=3)=[O:23])=[C:14]([CH:18]=[N:19][O:20][CH3:21])[C@@H:15]([CH3:17])[S:16][C@H:11]12)=O.P(Cl)(Cl)Cl.OP([O-])([O-])=O.[K+].[K+].OP(O)(O)=O>C(Cl)Cl.CO.N1C=CC=CC=1>[NH2:9][CH:10]1[C:38](=[O:39])[N:12]2[C:13]([C:22]([O:24][CH:25]([C:26]3[CH:31]=[CH:30][CH:29]=[CH:28][CH:27]=3)[C:32]3[CH:33]=[CH:34][CH:35]=[CH:36][CH:37]=3)=[O:23])=[C:14]([CH:18]=[N:19][O:20][CH3:21])[C@@H:15]([CH3:17])[S:16][C@H:11]12 |f:2.3.4|. Reported procedure: A 5 ml portion of pyridine was added to a solution of 2.8 g of diphenylmethy 7-(2-thienylacetamido)-2α-methyl-3-methoxyiminomethylceph-3-em-4-carboxylate in 60 ml of CH2Cl2, and 3.05 g of PCl3 was then added to the mixture at -10° C. under a stream of nitrogen, followed by stirring at the same temperature for 1 hour. After adding 50 ml of MeOH in once, the mixture was stirred at from -15° to -10° C. for 30 minutes and further at room temperature for 2 hours. Following addition of 100 ml of 0.5M ... Starting materials: BrC(C(C(C=C)(C)C)=O)OC1=CC=C(C=C1)Cl (5-bromo-5-(4-chlorophenoxy)-3,3-dimethylpent-1-en-4-one), N1N=CN=C1 (1,2,4-triazole). Solvent: C(C)#N (acetonitrile), C(C)#N (acetonitrile). The product is ClC1=CC=C(OC(C(C(C=C)(C)C)=O)N2C=NN=C2)C=C1 (5-(4-chlorophenoxy)-3,3-dimethyl-5-(1,2,4-triazol-4-yl)-pent-1-en-4-one). Isolated yield 20.0%. As a reaction SMILES: Br[CH:2]([O:10][C:11]1[CH:16]=[CH:15][C:14]([Cl:17])=[CH:13][CH:12]=1)[C:3](=[O:9])[C:4]([CH3:8])([CH3:7])[CH:5]=[CH2:6].[NH:18]1[CH:22]=[N:21][CH:20]=[N:19]1>C(#N)C>[Cl:17][C:14]1[CH:15]=[CH:16][C:11]([O:10][CH:2]([N:21]2[CH:20]=[N:19][N:18]=[CH:22]2)[C:3](=[O:9])[C:4]([CH3:8])([CH3:7])[CH:5]=[CH2:6])=[CH:12][CH:13]=1. Reported procedure: 89 g (0.28 mol) of 5-bromo-5-(4-chlorophenoxy)-3,3-dimethylpent-1-en-4-one, dissolved in 120 ml of acetonitrile, were added dropwise, in the course of 30 minutes, to a solution of 115.9 g (1.68 mols) of 1,2,4-triazole in 1,000 ml of acetonitrile at 50° C. After the solution had been heated at the boil for three hours, the solvent was distilled off and the residue was taken up in 300 ml of ethyl acetate. The solution was washed three times with 50 ml of water, and the organic phase, after having ... The reactants are CC=1NC2=CC=CC=C2C1 (2-methylindole), C1(\C=C/C(=O)O1)=O (maleic anhydride), C1=CC=CC=C1 (benzene). The solvent is C(C)(=O)O (acetic acid). Conditions: temperature 60 celsius. Product: C(CC)N1C(=C(C2=CC=CC=C12)C(C(=O)O)CC(=O)C1=C(N(C2=CC=CC=C12)CCC)C)C (2,4-bis-(1-n-propyl-2-methyl-3-indolyl)-4-oxobutanoic acid). RXN SMILES: [CH3:1][C:2]1[NH:3][C:4]2[C:9]([CH:10]=1)=[CH:8][CH:7]=[CH:6][CH:5]=2.[C:11]1(=[O:17])[O:16][C:14](=[O:15])[CH:13]=[CH:12]1.[CH:18]1[CH:23]=[CH:22][CH:21]=[CH:20][CH:19]=1>C(O)(=O)C>[CH2:7]([N:3]1[C:4]2[C:9](=[CH:8][CH:7]=[CH:6][CH:5]=2)[C:10]([CH:12]([CH2:13][C:14]([C:1]2[C:23]3[C:18](=[CH:19][CH:20]=[CH:21][CH:22]=3)[N:3]([CH2:4][CH2:5][CH3:6])[C:2]=2[CH3:10])=[O:15])[C:11]([OH:16])=[O:17])=[C:2]1[CH3:1])[CH2:8][CH3:9]. Procedure details: A stirred solution of 90.0 g (0.686 mole) of 2-methylindole, 30.0 g (0.306 mole) of maleic anhydride, 350 ml of benzene and 5.0 ml of glacial acetic acid was heated at reflux under a nitrogen atmosphere for a period of approximately sixty-five hours. The resulting slurry was cooled to approximately 60° C. and the solid was collected by filtration, washed with approximately 100 ml of benzene that had been heated to approximately 60° C. After drying to a constant weight of 29.7 g in vacuo at 60° C... Starting materials: CCCCCCC(CO)c1ccc(C(=O)OC)cc1, CCOCC, Cl, [Na+], C1CCOC1, [OH-], O. Yields the product CCCCCCC(CO)c1ccc(C(=O)O)cc1. RXN SMILES: [CH3:1][O:2][C:3]([c:4]1[cH:5][cH:6][c:7]([CH:10]([CH2:11][CH2:12][CH2:13][CH2:14][CH2:15][CH3:16])[CH2:17][OH:18])[cH:8][cH:9]1)=[O:19].[CH3:28][CH2:29][O:30][CH2:31][CH3:32].[ClH:22].[Na+:21].[O:23]1[CH2:24][CH2:25][CH2:26][CH2:27]1.[OH-:20].[OH2:33]>>[O:2]=[C:3]([c:4]1[cH:5][cH:6][c:7]([CH:10]([CH2:11][CH2:12][CH2:13][CH2:14][CH2:15][CH3:16])[CH2:17][OH:18])[cH:8][cH:9]1)[OH:19]. The reactants are aqueous solution, ClCC=O (chloroacetaldehyde), COC1=CC=C(C=C1)NC(=S)N ((4-methoxy-phenyl)-thiourea). Run in CCO (EtOH). Yields the product COC1=CC=C(C=C1)NC=1SC=CN1 ((4-Methoxy-phenyl)thiazol-2-yl-amine). Reaction SMILES: [CH3:1][O:2][C:3]1[CH:8]=[CH:7][C:6]([NH:9][C:10]([NH2:12])=[S:11])=[CH:5][CH:4]=1.Cl[CH2:14][CH:15]=O>CCO>[CH3:1][O:2][C:3]1[CH:4]=[CH:5][C:6]([NH:9][C:10]2[S:11][CH:14]=[CH:15][N:12]=2)=[CH:7][CH:8]=1. Procedure details: A mixture of (4-methoxy-phenyl)-thiourea (3.0 g, 16.5 mmol) and a 45% aqueous solution of chloroacetaldehyde (12 mL, 82.4 mmol, 5.0 equiv) in EtOH (23 mL) is heated to reflux for 1 h. The resulting dark orange solution is allowed to cool to RT and concentrated in vacuo. NaHCO3 is then added to the oily residue until CO2 evolution subsides and a beige precipitate forms. The product is collected by vacuum filtration, washed thoroughly with water (600 mL), and dried in vacuo. Title compound: ES-MS:... Reactants: FC1=C(C=C(C(=O)N)C=C1)C (4-fluoro-3-methylbenzamide), ClCC(=O)CCl (1,3-dichloro-acetone), S(O)(O)(=O)=O (sulfuric acid). Solvent: ice water. Reaction conditions: time 15 minute. Product: ClCC=1N=C(OC1)C1=CC(=C(C=C1)F)C (4-(Chloromethyl)-2-(4-fluoro-3-methylphenyl)-1,3-oxazole). Reaction SMILES: [F:1][C:2]1[CH:10]=[CH:9][C:5]([C:6]([NH2:8])=[O:7])=[CH:4][C:3]=1[CH3:11].[Cl:12][CH2:13][C:14]([CH2:16]Cl)=O.S(=O)(=O)(O)O>>[Cl:12][CH2:13][C:14]1[N:8]=[C:6]([C:5]2[CH:9]=[CH:10][C:2]([F:1])=[C:3]([CH3:11])[CH:4]=2)[O:7][CH:16]=1. Reported procedure: 2.00 g (12.80 mmol) of 4-fluoro-3-methylbenzamide and 1.79 g (14.08 mmol) of 1,3-dichloro-acetone are stirred at 130° C. for 2 days. A melt is formed. The mixture is then cooled to RT, 3.0 ml of conc. sulfuric acid are added carefully at this temperature and the mixture is stirred for 15 min. The resulting suspension is poured into 20 ml of ice-water and stirred at RT overnight. The precipitate formed is filtered off and dried at 40° C. in a vacuum drying cabinet overnight. The reactants are OC=1C=C(C=C(C1)C1=CC=C(C=C1)C)C(=O)OC (methyl 5-hydroxy-4′-methylbiphenyl-3-carboxylate), C1(=CC=CC=C1)P(C1=CC=CC=C1)C1=CC=CC=C1 (triphenylphosphine), OC1COCC1 (3-hydroxytetrahydrofuran), N(=NC(=O)OC(C)C)C(=O)OC(C)C (diisopropyl azodicarboxylate). Run in C(Cl)Cl (CH2Cl2), C(Cl)Cl (CH2Cl2). Conditions: time 8 hour. Product: CC1=CC=C(C=C1)C1=CC(=CC(=C1)OC1COCC1)C(=O)OC (Methyl 4′-methyl-5-(tetrahydrofuran-3-yloxy)biphenyl-3-carboxylate). RXN SMILES: [OH:1][C:2]1[CH:3]=[C:4]([C:15]([O:17][CH3:18])=[O:16])[CH:5]=[C:6]([C:8]2[CH:13]=[CH:12][C:11]([CH3:14])=[CH:10][CH:9]=2)[CH:7]=1.C1(P(C2C=CC=CC=2)C2C=CC=CC=2)C=CC=CC=1.O[CH:39]1[CH2:43][CH2:42][O:41][CH2:40]1.N(C(OC(C)C)=O)=NC(OC(C)C)=O>C(Cl)Cl>[CH3:14][C:11]1[CH:10]=[CH:9][C:8]([C:6]2[CH:7]=[C:2]([O:1][CH:39]3[CH2:43][CH2:42][O:41][CH2:40]3)[CH:3]=[C:4]([C:15]([O:17][CH3:18])=[O:16])[CH:5]=2)=[CH:13][CH:12]=1. Procedure details: To a stirred solution of methyl 5-hydroxy-4′-methylbiphenyl-3-carboxylate (120 mg, 0.47 mmol), triphenylphosphine (120 mg, 0.47 mmol), 3-hydroxytetrahydrofuran (45 mg, 0.50 mmol) in CH2Cl2 (7 mL) at rt was slowly added a solution of diisopropyl azodicarboxylate (100 mg, 0.50 mmol) in CH2Cl2 (2 mL). The mixture was stirred at rt overnight, and then concentrated in vacuo. The residue was purified by flash chromatography to afford the title compound. The reactants are BrCC=1C=C(C(=O)O)C=C(C1)C (3-bromomethyl-5-methyl-benzoic acid), O (water), O (water), Cu(NO3)2 hemipentahydrate, turquoise. Solvent: CC#N (MeCN). Product: OCC=1C=C(C(=O)O)C=C(C1)C (3-hydroxymethyl-5-methyl-benzoic acid). As a reaction SMILES: Br[CH2:2][C:3]1[CH:4]=[C:5]([CH:9]=[C:10]([CH3:12])[CH:11]=1)[C:6]([OH:8])=[O:7].[OH2:13]>CC#N>[OH:13][CH2:2][C:3]1[CH:4]=[C:5]([CH:9]=[C:10]([CH3:12])[CH:11]=1)[C:6]([OH:8])=[O:7]. Procedure: To a solution of 3-bromomethyl-5-methyl-benzoic acid (3.90 g, 17 mmol) in water (30 mL) and MeCN (30 mL), Cu(NO3)2 hemipentahydrate (12.77 g, 68 mmol) followed by water (50 mL) was added. The turquoise mixture was refluxed for 2 h before it was concentrated to about half of the original volume. The dark green solution was extracted three times with EA (150 mL). The org. extracts were washed twice with water (2×50 mL), combined, dried over Na2SO4, filtered and concentrated. The white residue was ... Starting materials: CCNCC, C#CC(C)(C)O, [Cu]I, Cc1cccc2c1C(=O)N(C)Cc1c(I)ncn1-2. Yields the product Cc1cccc2c1C(=O)N(C)Cc1c(C#CC(C)(C)O)ncn1-2. Reaction SMILES: [CH2:25]([NH:26][CH2:27][CH3:28])[CH3:29].[CH3:19][C:20]([CH3:21])([C:22]#[CH:23])[OH:24].[Cu:30][I:31].[I:1][c:2]1[n:3][cH:4][n:5]2[c:6]1[CH2:7][N:8]([CH3:18])[C:9](=[O:17])[c:10]1[c:11]-2[cH:12][cH:13][cH:14][c:15]1[CH3:16]>>[c:2]1([C:23]#[C:22][C:20]([CH3:19])([CH3:21])[OH:24])[n:3][cH:4][n:5]2[c:6]1[CH2:7][N:8]([CH3:18])[C:9](=[O:17])[c:10]1[c:11]-2[cH:12][cH:13][cH:14][c:15]1[CH3:16]. The reactants are IC1=C2C=CN=C(C2=CC=C1C)OC1=CC(=CC=C1)C(F)(F)F (5-Iodo-6-methyl-1-(3-(trifluoromethyl)phenoxy)isoquinoline), CN(C)C=O (DMF), CNC1=NC2=CC=C(C=C2C=N1)B1OC(C(O1)(C)C)(C)C (N-methyl-6-(4,4,5,5-tetramethyl-1,3,2-dioxaborolan-2-yl)quinazolin-2-amine), C([O-])([O-])=O.[Na+].[Na+] (sodium carbonate). The reagents and catalysts are Cl[Pd]([P](C1=CC=CC=C1)(C2=CC=CC=C2)C3=CC=CC=C3)([P](C4=CC=CC=C4)(C5=CC=CC=C5)C6=CC=CC=C6)Cl (dichlorobis(triphenyl-phosphine)palladium (II)). The solvent is O (water), O (water). Conditions: temperature 150 celsius. Product: CNC1=NC2=CC=C(C=C2C=N1)C1=C2C=CN=C(C2=CC=C1C)OC1=CC(=CC=C1)C(F)(F)F (N-methyl-6-(6-methyl-1-(3-(trifluoromethyl)phenoxy)isoquinolin-5-yl)quinazolin-2-amine). As a reaction SMILES: I[C:2]1[C:11]([CH3:12])=[CH:10][CH:9]=[C:8]2[C:3]=1[CH:4]=[CH:5][N:6]=[C:7]2[O:13][C:14]1[CH:19]=[CH:18][CH:17]=[C:16]([C:20]([F:23])([F:22])[F:21])[CH:15]=1.[CH3:24][NH:25][C:26]1[N:35]=[CH:34][C:33]2[C:28](=[CH:29][CH:30]=[C:31](B3OC(C)(C)C(C)(C)O3)[CH:32]=2)[N:27]=1.C(=O)([O-])[O-].[Na+].[Na+].CN(C=O)C>O.Cl[Pd](Cl)([P](C1C=CC=CC=1)(C1C=CC=CC=1)C1C=CC=CC=1)[P](C1C=CC=CC=1)(C1C=CC=CC=1)C1C=CC=CC=1>[CH3:24][NH:25][C:26]1[N:35]=[CH:34][C:33]2[C:28](=[CH:29][CH:30]=[C:31]([C:2]3[C:11]([CH3:12])=[CH:10][CH:9]=[C:8]4[C:3]=3[CH:4]=[CH:5][N:6]=[C:7]4[O:13][C:14]3[CH:19]=[CH:18][CH:17]=[C:16]([C:20]([F:23])([F:22])[F:21])[CH:15]=3)[CH:32]=2)[N:27]=1 |f:2.3.4,^1:59,78|. Reported procedure: 5-Iodo-6-methyl-1-(3-(trifluoromethyl)phenoxy)isoquinoline (0.170 g, 0.396 mmol), N-methyl-6-(4,4,5,5-tetramethyl-1,3,2-dioxaborolan-2-yl)quinazolin-2-amine (0.124 g, 0.436 mmol), dichlorobis(triphenyl-phosphine)palladium (II) (0.0139 g, 0.0198 mmol), and sodium carbonate (0.0840 g, 0.792 mmol) were all placed in a clear microwave vial along with 5 ml of 9:1 DMF:water. The vial was capped and heated in a Personal Chemistry SmithSynthesizer to 150° C. for 10 minutes. The reaction was diluted with...